From a dataset of the Open Reaction Database (ORD), a public repository of structured organic reaction records. describe an organic reaction: reactants, conditions, products, and yield The reactants are N1=CN=CC2=CC=CC=C12 (Quinazoline), O(C1=CC=CC=C1)C1=CC=C(N)C=C1 (4-phenoxyaniline), C1(=CC=CC=C1)O (phenol). Reaction conditions: temperature 100 celsius. Product: C1(CCC1)C=1C=C2C(=NC=NC2=CC1)NC1=CC=C(C=C1)OC1=CC=CC=C1 ((6-Cyclobutyl-quinazolin-4-yl)-(4-phenoxy-phenyl)amine). The yield is 30.2%. RXN SMILES: [N:1]1[C:10]2[C:5](=[CH:6][CH:7]=[CH:8][CH:9]=2)[CH:4]=[N:3][CH:2]=1.[O:11]([C:18]1[CH:24]=[CH:23][C:21]([NH2:22])=[CH:20][CH:19]=1)[C:12]1[CH:17]=[CH:16][CH:15]=[CH:14][CH:13]=1.[C:25]1(O)[CH:30]=[CH:29][CH:28]=CC=1>>[CH:28]1([C:7]2[CH:6]=[C:5]3[C:10](=[CH:9][CH:8]=2)[N:1]=[CH:2][N:3]=[C:4]3[NH:22][C:21]2[CH:20]=[CH:19][C:18]([O:11][C:12]3[CH:13]=[CH:14][CH:15]=[CH:16][CH:17]=3)=[CH:24][CH:23]=2)[CH2:29][CH2:30][CH2:25]1. Reported procedure: Quinazoline 16 (50 mg, 0.18 mmol) was combined with 4-phenoxyaniline (67 mg, 0.36 mmol) in phenol (0.45 g). The mixture was heated at 100° C. for a total of 17 hours. Excess phenol was removed by distillation under reduced pressure to provide a residue which was triturated with CH2Cl2 to provide the desired quinazoline 17 (20 mg, 30%) as a yellow solid. 1H NMR (DMSO d6, 400 MHz): δ: 9.76 (s, 1H), 8.47 (s, 1H), 8.31 (s, 1H), 7.77 (d, 2H), 7.69 (m, 2H), 7.36 (t, 2H), 7.11 (t, 1H), 7.03 (d, 2H), 6....